This data is from the Open Reaction Database (ORD), a public repository of structured organic reaction records. The task is: describe an organic reaction: reactants, conditions, products, and yield The reactants are C(C)(C)(C)OC(=O)N1C=NC2=C1C[C@@H](C(N2C2=CC=CC=C2)C(=O)OC(C)(C)C)C(NCCC=2N(C=NC2)CC2=CC=C(C=C2)C#N)=O (6(S)-{2-[3-(4-cyano-benzyl)-3H-imidazol-4yl]ethylcarbamoyl}-4-phenyl-6,7-dihydro-4H-imidazo [4,5-]pyridine-1,5-dicarboxylic acid di-tert-butyl ester), C(=O)(C(F)(F)F)O (TFA). The solvent is C(Cl)Cl (CH2Cl2). Reaction conditions: time 45 minute. Product: C(#N)C1=CC=C(CN2C=NC=C2CCNC(=O)[C@@H]2CN(C3=C(C2)NC=N3)C3=CC=CC=C3)C=C1 (4-phenyl-4,5,6,7-tetrahydro-1H-imidazo[4,5]pyridine-6(S)-carboxylic acid {2-[3-(4-cyano-benzyl)-3H-imidazol-4-yl]-ethyl}-amide). RXN SMILES: C(OC([N:8]1[C:12]2[CH2:13][C@H:14]([C:30](=[O:48])[NH:31][CH2:32][CH2:33][C:34]3[N:35]([CH2:39][C:40]4[CH:45]=[CH:44][C:43]([C:46]#[N:47])=[CH:42][CH:41]=4)[CH:36]=[N:37][CH:38]=3)[CH:15](C(OC(C)(C)C)=O)[N:16]([C:17]3[CH:22]=[CH:21][CH:20]=[CH:19][CH:18]=3)[C:11]=2[N:10]=[CH:9]1)=O)(C)(C)C.C(O)(C(F)(F)F)=O>C(Cl)Cl>[C:46]([C:43]1[CH:42]=[CH:41][C:40]([CH2:39][N:35]2[C:34]([CH2:33][CH2:32][NH:31][C:30]([C@H:14]3[CH2:13][C:12]4[NH:8][CH:9]=[N:10][C:11]=4[N:16]([C:17]4[CH:22]=[CH:21][CH:20]=[CH:19][CH:18]=4)[CH2:15]3)=[O:48])=[CH:38][N:37]=[CH:36]2)=[CH:45][CH:44]=1)#[N:47]. Procedure: To a solution of 6(S)-{2-[3-(4-cyano-benzyl)-3H-imidazol-4yl]ethylcarbamoyl}-4-phenyl-6,7-dihydro-4H-imidazo [4,5-]pyridine-1,5-dicarboxylic acid di-tert-butyl ester (0.58 g) in CH2Cl2 (10 ml) was added TFA (5 ml) and the solution was stirred 45 min. The solvents were removed in vacuo and the crude product was purified by preparative HPLC to obtain diastereomer A and diastereomer B as the title compounds.